This data is from the Open Reaction Database (ORD), a public repository of structured organic reaction records. The task is: describe an organic reaction: reactants, conditions, products, and yield The reactants are O=C([O-])[O-], CN1C(=O)CCC2(C)c3ccc(S)cc3CCC12, CN(C)C=O, CCOC(C)=O, Fc1cccc2ccc(Cl)nc12, [K+], [K+]. Product: CN1C(=O)CCC2(C)c3ccc(Sc4ccc5cccc(F)c5n4)cc3CCC12. As a reaction SMILES: [C:19](=[O:20])([O-:21])[O-:22].[CH3:1][N:2]1[C:3](=[O:18])[CH2:4][CH2:5][C:6]2([CH3:17])[c:7]3[c:8]([cH:12][c:13]([SH:16])[cH:14][cH:15]3)[CH2:9][CH2:10][CH:11]12.[CH3:37][N:38]([CH3:39])[CH:40]=[O:41].[CH3:42][CH2:43][O:44][C:45](=[O:46])[CH3:47].[Cl:25][c:26]1[n:27][c:28]2[c:29]([F:36])[cH:30][cH:31][cH:32][c:33]2[cH:34][cH:35]1.[K+:23].[K+:24]>>[CH3:1][N:2]1[C:3](=[O:18])[CH2:4][CH2:5][C:6]2([CH3:17])[c:7]3[c:8]([cH:12][c:13]([S:16][c:26]4[n:27][c:28]5[c:29]([F:36])[cH:30][cH:31][cH:32][c:33]5[cH:34][cH:35]4)[cH:14][cH:15]3)[CH2:9][CH2:10][CH:11]12. The reactants are mercuric oxide, FC1=C(COC=2C(=NC=CC2)NC(=S)NC2=CC=C(C=C2)Cl)C=CC=C1C (N-[3-(2-fluoro-3-methylbenzyloxy)pyrid-2-yl]-N'-4-chlorophenylthiourea), N (ammonia). Conditions: time 2 day. The product is FC1=C(COC=2C(=NC=CC2)NC(=N)NC2=CC=C(C=C2)Cl)C=CC=C1C (N-[3-(2-Fluoro-3-methylbenzyloxy)pyrid-2-yl]-N'-(4-chlorophenyl)guanidine). RXN SMILES: [F:1][C:2]1[C:26]([CH3:27])=[CH:25][CH:24]=[CH:23][C:3]=1[CH2:4][O:5][C:6]1[C:7]([NH:12][C:13]([NH:15][C:16]2[CH:21]=[CH:20][C:19]([Cl:22])=[CH:18][CH:17]=2)=S)=[N:8][CH:9]=[CH:10][CH:11]=1.[NH3:28]>>[F:1][C:2]1[C:26]([CH3:27])=[CH:25][CH:24]=[CH:23][C:3]=1[CH2:4][O:5][C:6]1[C:7]([NH:12][C:13]([NH:15][C:16]2[CH:21]=[CH:20][C:19]([Cl:22])=[CH:18][CH:17]=2)=[NH:28])=[N:8][CH:9]=[CH:10][CH:11]=1. Procedure details: A mixture of yellow mercuric oxide (1.29 g, 0.0059 mol), N-[3-(2-fluoro-3-methylbenzyloxy)pyrid-2-yl]-N'-4-chlorophenylthiourea (2.0g, 0.0049 mol) and methanolic ammonia solution (40 ml) was stirred for 2 days at room temperature. The solvent was removed in vacuo and the black residue was boiled with chloroform and filtered hot. Evaporation of the solvent followed by trituration with ether and recrystallisation from acetonitrile gave the desired product. Yield 1.59g, (84.5%), m.p. 179°-181 ° C. The product is CCOC(=O)CN1C(=O)C(N)N=C(c2ccccc2F)c2ccccc21. Starting materials: O=C([O-])O, CCOC(=O)CN1C(=O)C(NC(=O)OC(C)(C)C)N=C(c2ccccc2F)c2ccccc21, CO, CCOC(C)=O, Cl, [Na+], O. Reaction SMILES: [C:36](=[O:37])([OH:38])[O-:39].[CH2:1]([CH3:2])[O:3][C:4](=[O:5])[CH2:6][N:7]1[C:8](=[O:33])[CH:9]([NH:25][C:26]([O:27][C:28]([CH3:29])([CH3:30])[CH3:31])=[O:32])[N:10]=[C:11]([c:18]2[c:19]([F:24])[cH:20][cH:21][cH:22][cH:23]2)[c:12]2[c:13]1[cH:14][cH:15][cH:16][cH:17]2.[CH3:41][OH:42].[CH3:43][CH2:44][O:45][C:46](=[O:47])[CH3:48].[ClH:34].[Na+:40].[OH2:35]>>[CH2:1]([CH3:2])[O:3][C:4](=[O:5])[CH2:6][N:7]1[C:8](=[O:33])[CH:9]([NH2:25])[N:10]=[C:11]([c:18]2[c:19]([F:24])[cH:20][cH:21][cH:22][cH:23]2)[c:12]2[c:13]1[cH:14][cH:15][cH:16][cH:17]2. The reactants are CN(C=O)C (N,N-dimethylformamide), OCCC1=C(N=CO1)C1=CC=CC=C1 (5-(2-Hydroxyethyl)-4-phenyloxazole), S(=O)(Cl)Cl (thionyl chloride). Solvent: C(Cl)(Cl)Cl (chloroform). Product: ClCCC1=C(N=CO1)C1=CC=CC=C1 (5-(2-chloroethyl)-4-phenyloxazole). Reaction SMILES: O[CH2:2][CH2:3][C:4]1[O:8][CH:7]=[N:6][C:5]=1[C:9]1[CH:14]=[CH:13][CH:12]=[CH:11][CH:10]=1.CN(C)C=O.S(Cl)([Cl:22])=O>C(Cl)(Cl)Cl>[Cl:22][CH2:2][CH2:3][C:4]1[O:8][CH:7]=[N:6][C:5]=1[C:9]1[CH:14]=[CH:13][CH:12]=[CH:11][CH:10]=1. Procedure details: 5-(2-Hydroxyethyl)-4-phenyloxazole (10.0 g) was dissolved in chloroform (100 ml) and N,N-dimethylformamide (4.4 ml) was added. Under ice-cooling and stirring, 12.6 ml of thionyl chloride was added dropwise and the mixture was refluxed for an hour. The solvent was distilled off, followed by addition of saturated aqueous sodium hydrogen carbonate and extraction with ethyl ether. The ethyl ether layer was washed with water and dried over anhydrous magnesium sulfate. The solvent was then distilled o... Reaction SMILES: [C:22]([CH:23]=[O:24])(=[O:25])[OH:26].[CH2:1]([CH3:2])[O:3][c:4]1[cH:5][c:6]2[c:7]([OH:20])[c:8]([C:15](=[O:16])[O:17][CH2:18][CH3:19])[cH:9][n:10][c:11]2[n:12][c:13]1[CH3:14].[OH2:21].[OH:27][C:28]([C:29]([F:30])([F:31])[F:32])=[O:33]>>[CH2:1]([CH3:2])[O:3][c:4]1[cH:5][c:6]2[c:7]([OH:20])[c:8]([C:15](=[O:16])[O:17][CH2:18][CH3:19])[cH:9][n:10][c:11]2[n:12][c:13]1[CH:14]=[CH:23][C:22](=[O:25])[OH:26]. Product: CCOC(=O)c1cnc2nc(C=CC(=O)O)c(OCC)cc2c1O. Starting materials: O=CC(=O)O, CCOC(=O)c1cnc2nc(C)c(OCC)cc2c1O, O, O=C(O)C(F)(F)F. Starting materials: ClC1=NC(=NC=N1)NC=1C=C(C=CC1)CS(=O)(=O)N (3-[(4-Chloro-1,3,5-triazin-2-yl)amino]benzenemethanesulfonamide), FC([C@H]1NCCC1)(F)F ((S)-2-(trifluoromethyl)pyrrolidine). The product is FC([C@H]1N(CCC1)C1=NC(=NC=N1)NC=1C=C(C=CC1)CS(=O)(=O)N)(F)F ((S)-3-[(4-(2-(Trifluoromethyl)pyrrolidin-1-yl)-1,3,5-triazin-2-yl)amino]-benzenemethanesulfonamide). Reaction SMILES: Cl[C:2]1[N:7]=[CH:6][N:5]=[C:4]([NH:8][C:9]2[CH:10]=[C:11]([CH2:15][S:16]([NH2:19])(=[O:18])=[O:17])[CH:12]=[CH:13][CH:14]=2)[N:3]=1.[F:20][C:21]([F:28])([F:27])[C@@H:22]1[CH2:26][CH2:25][CH2:24][NH:23]1>>[F:20][C:21]([F:28])([F:27])[C@@H:22]1[CH2:26][CH2:25][CH2:24][N:23]1[C:2]1[N:7]=[CH:6][N:5]=[C:4]([NH:8][C:9]2[CH:10]=[C:11]([CH2:15][S:16]([NH2:19])(=[O:18])=[O:17])[CH:12]=[CH:13][CH:14]=2)[N:3]=1. Reported procedure: B16 was prepared following the general procedure reported for B10 using A1 and (S)-2-(trifluoromethyl)pyrrolidine. The title compound (B16) was purified by reverse phase RP-HPLC (column: C18), using H2O (0.1% TFA) and MeOH (0.1% TFA) as eluents. Yield: 58.7 mg (15%), colorless amorphous solid. MS (ES) C15H17F3N6O2S requires: 402. found: 403 (M+H)+. The reactants are FC=1C=C(C=CC1)NC(=O)C=1C(=NOC1C)CC (N-m-fluorophenyl-3-ethyl-5-methyl-4-isoxazole carboxamide), [H-].[Na+] (sodium hydride), CN(CCCl)C (2-dimethylaminoethyl chloride). Run in CN(C=O)C (dimethylformamide). Run at temperature 60 celsius. Product: FC=1C=C(C=CC1)N(C(=O)C=1C(=NOC1C)CC)CCN(C)C (N-(m-fluorophenyl)-N-(2-dimethylaminoethyl)-3-ethyl-5-methyl-4-isoxazole carboxamide). As a reaction SMILES: [F:1][C:2]1[CH:3]=[C:4]([NH:8][C:9]([C:11]2[C:12]([CH2:17][CH3:18])=[N:13][O:14][C:15]=2[CH3:16])=[O:10])[CH:5]=[CH:6][CH:7]=1.[H-].[Na+].[CH3:21][N:22]([CH3:26])[CH2:23][CH2:24]Cl>CN(C)C=O>[F:1][C:2]1[CH:3]=[C:4]([N:8]([CH2:24][CH2:23][N:22]([CH3:26])[CH3:21])[C:9]([C:11]2[C:12]([CH2:17][CH3:18])=[N:13][O:14][C:15]=2[CH3:16])=[O:10])[CH:5]=[CH:6][CH:7]=1 |f:1.2|. Reported procedure: A mixture of 22.0 grams (0.0887 mole) of N-m-fluorophenyl-3-ethyl-5-methyl-4-isoxazole carboxamide and 4.4 grams (0.0921 mole) of 50% sodium hydride in oil in 500 ml. of dimethylformamide is stirred at room temperature for five hours. The resulting mixture is treated by dropwise addition with 9.68 grams (0.09 mole) of 2-dimethylaminoethyl chloride). The resulting mixture is heated at 60° C. for 20 hours. The mixture is cooled, poured onto ice water and extracted with ether. The ether is washed w... The reactants are COC(=O)C(=CC1CCCCC1)c1ccc(S(C)(=O)=O)cc1, CCO, [Na+], [OH-]. Yields the product CS(=O)(=O)c1ccc(C(=CC2CCCCC2)C(=O)O)cc1. RXN SMILES: [CH3:1][O:2][C:3]([C:4](=[CH:5][CH:6]1[CH2:7][CH2:8][CH2:9][CH2:10][CH2:11]1)[c:12]1[cH:13][cH:14][c:15]([S:18](=[O:19])(=[O:20])[CH3:21])[cH:16][cH:17]1)=[O:22].[CH3:25][CH2:26][OH:27].[Na+:24].[OH-:23]>>[O:2]=[C:3]([C:4](=[CH:5][CH:6]1[CH2:7][CH2:8][CH2:9][CH2:10][CH2:11]1)[c:12]1[cH:13][cH:14][c:15]([S:18](=[O:19])(=[O:20])[CH3:21])[cH:16][cH:17]1)[OH:22]. Reactants: CC(C)(C)c1cc(CCC(=O)NN)cc(C(C)(C)C)c1O, CCCCCCCCCCCCCCC1CC(=O)OC1=O, Cc1ccccc1, O. Product: CCCCCCCCCCCCCCC1CC(=O)N(NC(=O)CCc2cc(C(C)(C)C)c(O)c(C(C)(C)C)c2)C1=O. RXN SMILES: [C:22]([CH3:23])([CH3:24])([CH3:25])[c:26]1[cH:27][c:28]([CH2:37][CH2:38][C:39](=[O:40])[NH:41][NH2:42])[cH:29][c:30]([C:33]([CH3:34])([CH3:35])[CH3:36])[c:31]1[OH:32].[CH2:1]([CH2:2][CH2:3][CH2:4][CH2:5][CH2:6][CH2:7][CH2:8][CH2:9][CH2:10][CH2:11][CH2:12][CH2:13][CH3:14])[CH:15]1[C:16](=[O:17])[O:18][C:19](=[O:21])[CH2:20]1.[CH3:43][c:44]1[cH:45][cH:46][cH:47][cH:48][cH:49]1.[OH2:50]>>[CH2:1]([CH2:2][CH2:3][CH2:4][CH2:5][CH2:6][CH2:7][CH2:8][CH2:9][CH2:10][CH2:11][CH2:12][CH2:13][CH3:14])[CH:15]1[C:16](=[O:18])[N:42]([NH:41][C:39]([CH2:38][CH2:37][c:28]2[cH:27][c:26]([C:22]([CH3:23])([CH3:24])[CH3:25])[c:31]([OH:32])[c:30]([C:33]([CH3:34])([CH3:35])[CH3:36])[cH:29]2)=[O:40])[C:19](=[O:21])[CH2:20]1.